This data is from the Open Reaction Database (ORD), a public repository of structured organic reaction records. The task is: describe an organic reaction: reactants, conditions, products, and yield Reactants: 10, C1(C2=C(C(=O)O1)CCCC2)=O (3,4,5,6-tetrahydrophthalic anhydride), BrC1=CC(=C(N)C=C1)F (4-bromo-2-fluoroaniline). The solvent is C(C)(=O)O (acetic acid). Conditions: time 30 minute. The product is 13, BrC1=CC(=C(C=C1)N1C(C=2CCCCC2C1=O)=O)F (2-(4-bromo-2-fluorophenyl)-4,5,6,7-tetrahydro-2H-isoindole-1,3-dione). As a reaction SMILES: [C:1]1(=[O:11])[O:6][C:4](=O)[C:3]2[CH2:7][CH2:8][CH2:9][CH2:10][C:2]1=2.[Br:12][C:13]1[CH:19]=[CH:18][C:16]([NH2:17])=[C:15]([F:20])[CH:14]=1>C(O)(=O)C>[Br:12][C:13]1[CH:19]=[CH:18][C:16]([N:17]2[C:1](=[O:11])[C:2]3[CH2:10][CH2:9][CH2:8][CH2:7][C:3]=3[C:4]2=[O:6])=[C:15]([F:20])[CH:14]=1. Procedure details: A solution of 10 parts of 3,4,5,6-tetrahydrophthalic anhydride in 100 parts of glacial acetic acid was treated in one portion with 11 parts of 4-bromo-2-fluoroaniline and was stirred for 30 minutes. The reaction mixture was refluxed for 16 hours and then poured over 200 parts ice. The resulting purple crystals were filtered and recrystallized from 100 parts methanol at -40° C. to yield 13 parts of pink plates of 2-(4-bromo-2-fluorophenyl)-4,5,6,7-tetrahydro-2H-isoindole-1,3-dione melting at 102.... Reaction SMILES: [CH2:20]([Cl:21])[Cl:22].[ClH:13].[OH:1][CH:2]([CH2:3][C:4]#[N:5])[CH2:6][OH:7].[S:8](=[O:9])(=[O:10])([CH3:11])[Cl:12].[cH:14]1[cH:15][cH:16][n:17][cH:18][cH:19]1>>[OH:1][CH:2]([CH2:3][C:4]#[N:5])[CH2:6][O:7][S:8](=[O:9])(=[O:10])[CH3:11]. The product is CS(=O)(=O)OCC(O)CC#N. Reactants: ClCCl, Cl, N#CCC(O)CO, CS(=O)(=O)Cl, c1ccncc1. The reactants are C(C)(C)OS(=O)(=O)C1=CC2=CC(=CC=C2C(=C1N=NC1=CC=C(C=C1)OC)O)N (7-Amino-4-hydroxy-3-(4-methoxy-phenylazo)-napthalene-2-sulfonic acid isopropyl ester), N1=C(Cl)N=C(Cl)N=C1Cl (cyanuric chloride), C([O-])(O)=O.[Na+] (sodium bicarbonate). Run in CC(=O)C (acetone). Run at time 3 hour. Product: C(C)(C)OS(=O)(=O)C1=CC2=CC(=CC=C2C(=C1N=NC1=CC=C(C=C1)OC)O)NC1=NC(=NC(=N1)Cl)Cl (7-(4,6-Dichloro-[1,3,5]-triazin-2-ylamino)-4-hydroxy-3-(4-methoxy-phenylazo)-napthalene-2-sulfonic Acid Isopropyl Ester). The yield is 82.0%. As a reaction SMILES: [CH:1]([O:4][S:5]([C:8]1[C:17]([N:18]=[N:19][C:20]2[CH:25]=[CH:24][C:23]([O:26][CH3:27])=[CH:22][CH:21]=2)=[C:16]([OH:28])[C:15]2[C:10](=[CH:11][C:12]([NH2:29])=[CH:13][CH:14]=2)[CH:9]=1)(=[O:7])=[O:6])([CH3:3])[CH3:2].[N:30]1[C:37]([Cl:38])=[N:36][C:34](Cl)=[N:33][C:31]=1[Cl:32].C(=O)(O)[O-].[Na+]>CC(C)=O>[CH:1]([O:4][S:5]([C:8]1[C:17]([N:18]=[N:19][C:20]2[CH:25]=[CH:24][C:23]([O:26][CH3:27])=[CH:22][CH:21]=2)=[C:16]([OH:28])[C:15]2[C:10](=[CH:11][C:12]([NH:29][C:34]3[N:36]=[C:37]([Cl:38])[N:30]=[C:31]([Cl:32])[N:33]=3)=[CH:13][CH:14]=2)[CH:9]=1)(=[O:6])=[O:7])([CH3:3])[CH3:2] |f:2.3|. Reported procedure: 7-Amino-4-hydroxy-3-(4-methoxy-phenylazo)-napthalene-2-sulfonic acid isopropyl ester Example 6, 10 g, 24 mmol) was suspended in acetone (120 mL) and cyanuric chloride (6.65 g, 36 mmol) was added. Saturated sodium bicarbonate (3 mL) was then added to the suspension. After 3 h, the reaction mixture was filtered, to provide the title compound (11.1 g, 19.7 mmol, 82%) as a red solid: NMR (DMSO-d6): δ 16.30 (s, 1H), 11.86 (s, 1H), 8.25 (d, J=9 Hz, 1H), 8.08 (s, 1H), 7.96 (d, J=9 Hz, 1H), 7.87 (s, 1H)... Reactants: [Si](C)(C)(C(C)(C)C)O[C@@H]1C=C2C=C[C@@H]([C@@H]([C@H]2[C@H](C1)OC(C(CC)OC1=CC2=CC=CC=C2C=C1)=O)CC[C@@H]1C[C@H](CC(O1)=O)O[Si](C)(C)C(C)(C)C)C ((4R,6R)-6-([1S,2S,6S,8S,8aR]-2-{1,2,6,7,8,8a-Hexahydro-6-t-butyldimethylsilyloxy-8-[(2RS)-2-(2-naphthyloxy)butyryloxy]-2-methyl-1-naphthyl]ethyl}tetrahydro-4-t-butyldimethylsilyloxy-2H-pyran-2-one), solution, [F-].C(CCC)[N+](CCCC)(CCCC)CCCC (tetrabutylammonium fluoride). Solvent: O1CCCC1 (tetrahydrofuran). The product is O[C@@H]1C=C2C=C[C@@H]([C@@H]([C@H]2[C@H](C1)OC(C(CC)OC1=CC2=CC=CC=C2C=C1)=O)CC[C@@H]1C[C@H](CC(O1)=O)O)C ((4R,6R)-6-([1S,2S,6S,8S,8aR]-2-{1,2,6,7,8,8a-Hexahydro-6-hydroxy-8-[(2RS)-2-(2-naphthyloxy)butyryloxy]-2-methyl-1-naphthyl}ethyl)tetrahydro-4-hydroxy-2H-pyran-2-one). Isolated yield 28.5%. RXN SMILES: [Si]([O:8][C@H:9]1[CH2:18][C@H:17]([O:19][C:20](=[O:35])[CH:21]([O:24][C:25]2[CH:34]=[CH:33][C:32]3[C:27](=[CH:28][CH:29]=[CH:30][CH:31]=3)[CH:26]=2)[CH2:22][CH3:23])[C@H:16]2[C:11]([CH:12]=[CH:13][C@H:14]([CH3:53])[C@@H:15]2[CH2:36][CH2:37][C@H:38]2[O:43][C:42](=[O:44])[CH2:41][C@H:40]([O:45][Si](C(C)(C)C)(C)C)[CH2:39]2)=[CH:10]1)(C(C)(C)C)(C)C.[F-].C([N+](CCCC)(CCCC)CCCC)CCC>O1CCCC1>[OH:8][C@H:9]1[CH2:18][C@H:17]([O:19][C:20](=[O:35])[CH:21]([O:24][C:25]2[CH:34]=[CH:33][C:32]3[C:27](=[CH:28][CH:29]=[CH:30][CH:31]=3)[CH:26]=2)[CH2:22][CH3:23])[C@H:16]2[C:11]([CH:12]=[CH:13][C@H:14]([CH3:53])[C@@H:15]2[CH2:36][CH2:37][C@H:38]2[O:43][C:42](=[O:44])[CH2:41][C@H:40]([OH:45])[CH2:39]2)=[CH:10]1 |f:1.2|. Procedure: A procedure similar to that described in Example 2, above, was followed, but using 1.25 g of (4R,6R)-6-([1S,2S,6S,8S,8aR]-2-{1,2,6,7,8,8a-hexahydro-6-t-butyldimethylsilyloxy-8-[(2RS)-2-(2-naphthyloxy)butyryloxy]-2-methyl-1-naphthyl]ethyl}tetrahydro-4-t-butyldimethylsilyloxy-2H-pyran-2-one [prepared as described in Example 100, above] and 24.6 ml of a 1.0 molar solution of tetrabutylammonium fluoride in tetrahydrofuran, to give 0.25 g of the title compound as white crystals, melting at between 12... Starting materials: CN1CCCC1=O, Cc1cccc(-c2nc(Cl)cc(-c3cccnc3)n2)n1, [K+], [K+], NCCc1c[nH]c2ccccc12, O=C([O-])[O-]. Yields the product Cc1cccc(-c2nc(NCCc3c[nH]c4ccccc34)cc(-c3cccnc3)n2)n1. RXN SMILES: [CH3:39][N:40]1[CH2:41][CH2:42][CH2:43][C:44]1=[O:45].[Cl:1][c:2]1[n:3][c:4](-[c:14]2[n:15][c:16]([CH3:20])[cH:17][cH:18][cH:19]2)[n:5][c:6](-[c:8]2[cH:9][n:10][cH:11][cH:12][cH:13]2)[cH:7]1.[K+:33].[K+:34].[NH2:21][CH2:22][CH2:23][c:24]1[cH:25][nH:26][c:27]2[cH:28][cH:29][cH:30][cH:31][c:32]12.[O-:35][C:36]([O-:37])=[O:38]>>[c:2]1([NH:21][CH2:22][CH2:23][c:24]2[cH:25][nH:26][c:27]3[cH:28][cH:29][cH:30][cH:31][c:32]23)[n:3][c:4](-[c:14]2[n:15][c:16]([CH3:20])[cH:17][cH:18][cH:19]2)[n:5][c:6](-[c:8]2[cH:9][n:10][cH:11][cH:12][cH:13]2)[cH:7]1. Procedure details: Methyl 6,7,8,9-tetrahydro-5-methoxy-4-oxo-10-propyl-4H-naphtho-[2,3-b]pyran-2-carboxylate (81.4 g; 0.25 mole) was dissolved in acetone (1 l) and stirred rapidly while adding a solution of chromium trioxide (220 g) in water (830 ml) and concentrated sulphuric acid (190 ml), adding at such a rate that the acetone refluxed gently. The mixture was then stirred at room temperature overnight, poured into water (1 l) and extracted into chloroform (3×). The organic fractions were combined, dried (sodium... Solvent: O (water), S(O)(O)(=O)=O (sulphuric acid), O (water). The reagents and catalysts are [O-2].[O-2].[O-2].[Cr+6] (chromium trioxide). Reaction SMILES: [CH3:1][O:2][C:3]1[C:16]2[C:15](=[O:17])[CH:14]=[C:13]([C:18]([O:20][CH3:21])=[O:19])[O:12][C:11]=2[C:10]([CH2:22][CH2:23][CH3:24])=[C:9]2[C:4]=1[CH2:5][CH2:6][CH2:7][CH2:8]2.CC(C)=[O:27]>O.S(=O)(=O)(O)O.[O-2].[O-2].[O-2].[Cr+6]>[CH3:1][O:2][C:3]1[C:16]2[C:15](=[O:17])[CH:14]=[C:13]([C:18]([O:20][CH3:21])=[O:19])[O:12][C:11]=2[C:10]([CH2:22][CH2:23][CH3:24])=[C:9]2[C:4]=1[CH2:5][CH2:6][CH2:7][C:8]2=[O:27] |f:4.5.6.7|. The reactants are COC1=C2CCCCC2=C(C=2OC(=CC(C21)=O)C(=O)OC)CCC (Methyl 6,7,8,9-tetrahydro-5-methoxy-4-oxo-10-propyl-4H-naphtho-[2,3-b]pyran-2-carboxylate), CC(=O)C (acetone), CC(=O)C (acetone). Product: COC1=C2CCCC(C2=C(C=2OC(=CC(C21)=O)C(=O)OC)CCC)=O (Methyl 6,7,8,9-tetrahydro-5-methoxy-4,9-dioxo-10-propyl-4H-naphtho-[2,3-b]pyran-2-carboxylate). Starting materials: CCCOC1CC(C)(C)[NH+]([O-])C(C)(C)C1, CC(=O)OC(C)=O, [Pt]. Product: CCCOC1CC(C)(C)N(OC(C)=O)C(C)(C)C1. RXN SMILES: [CH2:1]([CH2:2][CH3:3])[O:4][CH:5]1[CH2:6][C:7]([CH3:14])([CH3:15])[NH+:8]([O-:13])[C:9]([CH3:11])([CH3:12])[CH2:10]1.[CH3:16][C:17](=[O:18])[O:19][C:20](=[O:21])[CH3:22].[Pt:23]>>[CH2:1]([CH2:2][CH3:3])[O:4][CH:5]1[CH2:6][C:7]([CH3:14])([CH3:15])[N:8]([O:13][C:17]([CH3:16])=[O:18])[C:9]([CH3:11])([CH3:12])[CH2:10]1.